This data is from the Open Reaction Database (ORD), a public repository of structured organic reaction records. The task is: describe an organic reaction: reactants, conditions, products, and yield Reactants: CCOC(=O)Cc1ccc(OC)c(Oc2ccc(C(=O)OC)cc2CSC(C)C)c1, CN(C)C=O. The product is CCOC(=O)Cc1ccc(OC)c(Oc2ccc(C(=O)O)cc2CSC(C)C)c1. As a reaction SMILES: [CH3:1][O:2][C:3]([c:4]1[cH:5][c:6]([CH2:25][S:26][CH:27]([CH3:28])[CH3:29])[c:7]([O:10][c:11]2[c:12]([O:23][CH3:24])[cH:13][cH:14][c:15]([CH2:17][C:18](=[O:19])[O:20][CH2:21][CH3:22])[cH:16]2)[cH:8][cH:9]1)=[O:30].[O:31]=[CH:32][N:33]([CH3:34])[CH3:35]>>[O:2]=[C:3]([c:4]1[cH:5][c:6]([CH2:25][S:26][CH:27]([CH3:28])[CH3:29])[c:7]([O:10][c:11]2[c:12]([O:23][CH3:24])[cH:13][cH:14][c:15]([CH2:17][C:18](=[O:19])[O:20][CH2:21][CH3:22])[cH:16]2)[cH:8][cH:9]1)[OH:30]. Reactants: Fc1ccc(Br)cc1F, O=C1CCN(Cc2ccccc2)CC1, C1CCOC1, [Cl-], [Mg], [NH4+]. Product: OC1(c2ccc(F)c(F)c2)CCN(Cc2ccccc2)CC1. RXN SMILES: [Br:2][c:3]1[cH:4][c:5]([F:10])[c:6]([F:9])[cH:7][cH:8]1.[CH2:11]([c:12]1[cH:13][cH:14][cH:15][cH:16][cH:17]1)[N:18]1[CH2:19][CH2:20][C:21](=[O:24])[CH2:22][CH2:23]1.[CH2:27]1[O:28][CH2:29][CH2:30][CH2:31]1.[Cl-:25].[Mg:1].[NH4+:26]>>[c:3]1([C:21]2([OH:24])[CH2:20][CH2:19][N:18]([CH2:11][c:12]3[cH:13][cH:14][cH:15][cH:16][cH:17]3)[CH2:23][CH2:22]2)[cH:4][c:5]([F:10])[c:6]([F:9])[cH:7][cH:8]1. Reactants: O (Water), C1(=CC=CC=C1)CC[Mg]Br (phenylethyl magnesium bromide), CC1(N=C(OC1)C1=C(C(=C(C=C1)OC)OC)OC)C (4,5-dihydro 4,4-dimethyl-2-(2,3,4-trimethoxyphenyl) oxazole). Solvent: O1CCCC1 (tetrahydrofuran), O1CCCC1 (tetrahydrofuran). Reaction conditions: time 16 hour. The product is COC=1C(=C(C=CC1OC)C=1OCC(N1)(C)C)CCC1=CC=CC=C1 (2-[3,4-Dimethoxy-2-(2-phenylethyl)phenyl]-4,5-dihydro-4,4-dimethyloxazole). Reaction SMILES: [C:1]1([CH2:7][CH2:8][Mg]Br)[CH:6]=[CH:5][CH:4]=[CH:3][CH:2]=1.[CH3:11][C:12]1([CH3:29])[CH2:16][O:15][C:14]([C:17]2[CH:22]=[CH:21][C:20]([O:23][CH3:24])=[C:19]([O:25][CH3:26])[C:18]=2OC)=[N:13]1.O>O1CCCC1>[CH3:26][O:25][C:19]1[C:18]([CH2:8][CH2:7][C:1]2[CH:6]=[CH:5][CH:4]=[CH:3][CH:2]=2)=[C:17]([C:14]2[O:15][CH2:16][C:12]([CH3:11])([CH3:29])[N:13]=2)[CH:22]=[CH:21][C:20]=1[O:23][CH3:24]. Reported procedure: A solution of phenylethyl magnesium bromide (1M in tetrahydrofuran (40 ml) was added to a stirred solution of 4,5-dihydro 4,4-dimethyl-2-(2,3,4-trimethoxyphenyl) oxazole (5.3 g 0.02M) in dry tetrahydrofuran under a nitrogen atmosphere. The mixture was stirred at 20° for 16 hours. Water (200 ml) was added and the aqueous phase thoroughly extracted with diethyl ether (3×200 ml). The organic solution was dried over magnesium sulphate, filtered and evaporated to leave an oil which was purified by co... The reactants are [H-].[Na+] (NaH), C(CC(=O)OC)(=O)OC (Dimethyl malonate), ClC1=C(C=C(C=C1)[N+](=O)[O-])Cl (1,2-dichloro-4-nitrobenzene). Solvent: CN(C)C=O (DMF), CN(C)C=O (DMF), CN(C)C=O (DMF). Reaction conditions: time 30 minute. Yields the product ClC1=C(C=CC(=C1)[N+](=O)[O-])C(C(=O)OC)C(=O)OC (dimethyl 2-(2-chloro-4-nitrophenyl)malonate). Isolated yield 74.0%. Reaction SMILES: [H-].[Na+].[C:3]([O:10][CH3:11])(=[O:9])[CH2:4][C:5]([O:7][CH3:8])=[O:6].Cl[C:13]1[CH:18]=[CH:17][C:16]([N+:19]([O-:21])=[O:20])=[CH:15][C:14]=1[Cl:22]>CN(C=O)C>[Cl:22][C:14]1[CH:15]=[C:16]([N+:19]([O-:21])=[O:20])[CH:17]=[CH:18][C:13]=1[CH:4]([C:3]([O:10][CH3:11])=[O:9])[C:5]([O:7][CH3:8])=[O:6] |f:0.1|. Reported procedure: NaH (288 mmol) was suspended in DMF (370 mL) at 0° C. under an atmosphere of nitrogen. Dimethyl malonate (261 mmol) in DMF (30 mL) was added dropwise over a period of 20 min. at 0° C. and stirring was continued at 0° C. for 30 min. Then 1,2-dichloro-4-nitrobenzene (130 mmol) in DMF (35 mL) was added dropwise at 0° C. over a period of 20 min. The mixture was stirred at 70° C. for 15 h. The reaction mixture was cooled to room temperature and quenched with NH4Cl. The solution was successively washe... Reactants: [Br-], C[Mg+], CC1=CC(=O)CCC1c1ccccc1, [Cl-], [Cl-], I[Cu]I, [Li+], [NH4+], C1CCOC1. Yields the product CC1(C)CC(=O)CCC1c1ccccc1. As a reaction SMILES: [Br-:17].[CH3:18][Mg+:19].[CH3:3][C:4]1=[CH:5][C:6](=[O:16])[CH2:7][CH2:8][CH:9]1[c:10]1[cH:11][cH:12][cH:13][cH:14][cH:15]1.[Cl-:20].[Cl-:2].[Cu:27]([I:28])[I:29].[Li+:1].[NH4+:21].[O:22]1[CH2:23][CH2:24][CH2:25][CH2:26]1>>[CH3:3][C:4]1([CH3:18])[CH2:5][C:6](=[O:16])[CH2:7][CH2:8][CH:9]1[c:10]1[cH:11][cH:12][cH:13][cH:14][cH:15]1.